From a dataset of the Open Reaction Database (ORD), a public repository of structured organic reaction records. describe an organic reaction: reactants, conditions, products, and yield The reactants are CCOC(=O)CCc1c[nH]nc1OCC, CN(C)C=O, CN(CCOc1ccc(CCl)cc1)c1ccccn1, [H-], [Na+], O. Yields the product CCOC(=O)CCc1cn(Cc2ccc(OCCN(C)c3ccccn3)cc2)nc1OCC. RXN SMILES: [CH2:1]([CH3:2])[O:3][c:4]1[n:5][nH:6][cH:7][c:8]1[CH2:9][CH2:10][C:11](=[O:12])[O:13][CH2:14][CH3:15].[CH3:35][N:36]([CH3:37])[CH:38]=[O:39].[Cl:16][CH2:17][c:18]1[cH:19][cH:20][c:21]([O:22][CH2:23][CH2:24][N:25]([CH3:26])[c:27]2[n:28][cH:29][cH:30][cH:31][cH:32]2)[cH:33][cH:34]1.[H-:40].[Na+:41].[OH2:42]>>[CH2:1]([CH3:2])[O:3][c:4]1[n:5][n:6]([CH2:17][c:18]2[cH:19][cH:20][c:21]([O:22][CH2:23][CH2:24][N:25]([CH3:26])[c:27]3[n:28][cH:29][cH:30][cH:31][cH:32]3)[cH:33][cH:34]2)[cH:7][c:8]1[CH2:9][CH2:10][C:11](=[O:12])[O:13][CH2:14][CH3:15].